This data is from the Open Reaction Database (ORD), a public repository of structured organic reaction records. The task is: describe an organic reaction: reactants, conditions, products, and yield Starting materials: C(C1=CC=CC=C1)(=O)C(=O)O (benzoylformic acid), C(CCCCCCCCCCCCCCCCC)O (octadecanol), C(=O)(O)[O-].[Na+] (NaHCO3). The reagents and catalysts are C1(=CC=C(C=C1)S(=O)(=O)O)C (p-toluenesulfonic acid). Run in C1(=CC=CC=C1)C (toluene). Yields the product C(C=O)(=O)OCCCCCCCCCCCCCCCCCC (octadecyl glyoxalate). Yield: 162.8%. RXN SMILES: [C:1]([C:9](O)=[O:10])(=[O:8])C1C=CC=CC=1.[CH2:12]([OH:30])[CH2:13][CH2:14][CH2:15][CH2:16][CH2:17][CH2:18][CH2:19][CH2:20][CH2:21][CH2:22][CH2:23][CH2:24][CH2:25][CH2:26][CH2:27][CH2:28][CH3:29].C([O-])(O)=O.[Na+]>C1(C)C=CC=CC=1.C1(C)C=CC(S(O)(=O)=O)=CC=1>[C:9]([O:30][CH2:12][CH2:13][CH2:14][CH2:15][CH2:16][CH2:17][CH2:18][CH2:19][CH2:20][CH2:21][CH2:22][CH2:23][CH2:24][CH2:25][CH2:26][CH2:27][CH2:28][CH3:29])(=[O:10])[CH:1]=[O:8] |f:2.3|. Procedure: A solution of 5 g of benzoylformic acid (glyoxalic acid), 11.3 g of octadecanol and 0.19 g of p-toluenesulfonic acid in 60 ml of toluene is heated at reflux for 22 hours. The mixture is poured into saturated NaHCO3 solution and the phases are separated. The organic phases are washed with water and dried over sodium sulfate. Filtration and evaporation of the solvent give octadecyl glyoxalate (17.7 g) as a yellow solid. The product is recrystallized from methanol to give slightly yellowish crystal...